Dataset: the Open Reaction Database (ORD), a public repository of structured organic reaction records. Task: describe an organic reaction: reactants, conditions, products, and yield The reactants are CC1=NN(C(=C1C(=O)N)NC(C1=C(C=CC=C1)OCCC)=O)CCC (3-methyl-5-(2-n-propoxybenzamido)-1-n-propylpyrazole-4-carboxamide), [OH-].[Na+] (sodium hydroxide). Solvent: O (water), C(C)O (ethanol). Product: CC1=NN(C=2N=C(NC(C21)=O)C2=C(C=CC=C2)OCCC)CCC (3-Methyl-6-(2-n-propoxyphenyl)-1-n-propyl-1,5-dihydro-4H-pyrazolo[3,4-d]-pyrimidin-4-one), solid. The yield is 94.0%. RXN SMILES: [CH3:1][C:2]1[C:6]([C:7]([NH2:9])=[O:8])=[C:5]([NH:10][C:11](=O)[C:12]2[CH:17]=[CH:16][CH:15]=[CH:14][C:13]=2[O:18][CH2:19][CH2:20][CH3:21])[N:4]([CH2:23][CH2:24][CH3:25])[N:3]=1.[OH-].[Na+]>O.C(O)C>[CH3:1][C:2]1[C:6]2[C:7](=[O:8])[NH:9][C:11]([C:12]3[CH:17]=[CH:16][CH:15]=[CH:14][C:13]=3[O:18][CH2:19][CH2:20][CH3:21])=[N:10][C:5]=2[N:4]([CH2:23][CH2:24][CH3:25])[N:3]=1 |f:1.2|. Procedure details: The title compound was prepared from 3-methyl-5-(2-n-propoxybenzamido)-1-n-propylpyrazole-4-carboxamide (Preparation 7; 5.456 g, 0.0016 mol) and sodium hydroxide (3.16 g, 0.079 mol) in a mixture of water (150 ml) and ethanol (30 ml), by the method of Example 13, and was obtained as a white solid (4.863 g, 94%) after column chromatography. A sample crystallised from ethyl acetate-hexane as colourless needles, m.p. 112-114° C. Found: C,66.35; H,6.79; N,17.12. C18H22N4O2 requires C,66.24; H,6.79; N... Starting materials: C(C)(=O)C=1C=C2CC(NC2=CC1)=O (5-acetyloxindole), [H][H] (hydrogen). Reagents/catalysts: [Pd] (palladium on carbon). Solvent: C(C)(=O)O (acetic acid). The product is C(C)C=1C=C2CC(NC2=CC1)=O (5-ethyloxindole). Reaction SMILES: [C:1]([C:4]1[CH:5]=[C:6]2[C:10](=[CH:11][CH:12]=1)[NH:9][C:8](=[O:13])[CH2:7]2)(=O)[CH3:2].[H][H]>[Pd].C(O)(=O)C>[CH2:1]([C:4]1[CH:5]=[C:6]2[C:10](=[CH:11][CH:12]=1)[NH:9][C:8](=[O:13])[CH2:7]2)[CH3:2]. Procedure: The 5-acetyloxindole (54 g, 308 mmol), acetic acid (400 ml) and palladium on carbon (10%, 5 g) are combined and treated with hydrogen for 14 hours at 55 psi. The catalyst is removed by filtering through a bed of Celite, the filtrate is concentrated under reduced pressure and the residue is treated with ether to give 5-ethyloxindole Reactants: [H][H] (hydrogen), ClC=C(Cl)Cl (trichloroethylene), ClC=C(Cl)Cl (trichloroethylene), CC (ethane). The product is C=C (ethylene), Cl\C=C/Cl (cis-1,2-dichloroethylene), C(=C)Cl (vinyl chloride), products. RXN SMILES: [H][H].[Cl:3][CH:4]=[C:5](Cl)[Cl:6].CC>>[CH2:4]=[CH2:5].[Cl:3]/[CH:4]=[CH:5]\[Cl:6].[CH:4]([Cl:3])=[CH2:5]. Reported procedure: The same catalyst, procedures and apparatus were used as in Example 24, but at a reaction temperature of 235 degrees Celsius, a pressure of 76 psig, a residence time of 4.9 seconds and a molar feed ratio of hydrogen to trichloroethylene of 5.5. After 23 hours on line, trichloroethylene conversion was at 93 percent, with ethane being produced therefrom at a selectivity of 96 percent, ethylene at 2 percent, cis-1,2-dichloroethylene at 0.5 percent, and vinyl chloride and the other minor products of... Procedure details: The title compound is prepared from a mixture of (R)-6-fluoro-3-(4-oxiranylmethoxy-phenyl)-benzo[d]isoxazole in dimethylformamide and 4-methoxybenzylamine in ethanol, essentially as described above in Example 70. Purity by LC/MS=100%, [M+H]+=423. As a reaction SMILES: [F:1][C:2]1[CH:21]=[CH:20][C:5]2[C:6]([C:9]3[CH:14]=[CH:13][C:12]([O:15][CH2:16][C@H:17]4[CH2:19][O:18]4)=[CH:11][CH:10]=3)=[N:7][O:8][C:4]=2[CH:3]=1>CN(C)C=O.COC1C=CC(CN)=CC=1.C(O)C>[F:1][C:2]1[CH:21]=[CH:20][C:5]2[C:6]([C:9]3[CH:14]=[CH:13][C:12]([O:15][CH2:16][C@H:17]([OH:18])[CH2:19][NH:7][CH2:6][C:9]4[CH:14]=[CH:13][C:12]([O:15][CH3:16])=[CH:11][CH:10]=4)=[CH:11][CH:10]=3)=[N:7][O:8][C:4]=2[CH:3]=1. Run in CN(C=O)C (dimethylformamide), COC1=CC=C(CN)C=C1 (4-methoxybenzylamine), C(C)O (ethanol). Product: FC1=CC2=C(C(=NO2)C2=CC=C(OC[C@@H](CNCC3=CC=C(C=C3)OC)O)C=C2)C=C1 ((R)-1-[4-(6-fluoro-benzo[d]isoxazol-3-yl)-phenoxy]-3-(4-methoxy-benzylamino)-propan-2-ol). Reactants: FC1=CC2=C(C(=NO2)C2=CC=C(C=C2)OC[C@@H]2OC2)C=C1 ((R)-6-fluoro-3-(4-oxiranylmethoxy-phenyl)-benzo[d]isoxazole). The reactants are [BH4-], CCO, O=Cc1ccccc1O, [K+], NCCc1c[nH]c2ccc([N+](=O)[O-])cc12, [Na+], [OH-]. Product: O=[N+]([O-])c1ccc2[nH]cc(CCNCc3ccccc3O)c2c1. RXN SMILES: [BH4-:27].[CH3:29][CH2:30][OH:31].[CH:16](=[O:17])[c:18]1[cH:19][cH:20][cH:21][cH:22][c:23]1[OH:24].[K+:26].[N+:1](=[O:2])([O-:3])[c:4]1[cH:5][cH:6][c:7]2[nH:8][cH:9][c:10]([CH2:11][CH2:12][NH2:13])[c:14]2[cH:15]1.[Na+:28].[OH-:25]>>[N+:1](=[O:2])([O-:3])[c:4]1[cH:5][cH:6][c:7]2[nH:8][cH:9][c:10]([CH2:11][CH2:12][NH:13][CH2:16][c:18]3[cH:19][cH:20][cH:21][cH:22][c:23]3[OH:24])[c:14]2[cH:15]1. Starting materials: CCOC(=O)C1(NC(=O)c2ccc3c(c2)OCO3)CCCCC1, CCO, O. The product is O=C(NC1(C(=O)O)CCCCC1)c1ccc2c(c1)OCO2. Reaction SMILES: [CH2:1]1[O:2][c:3]2[cH:4][c:5]([C:10](=[O:11])[NH:12][C:13]3([C:19](=[O:20])[O:21][CH2:22][CH3:23])[CH2:14][CH2:15][CH2:16][CH2:17][CH2:18]3)[cH:6][cH:7][c:8]2[O:9]1.[CH3:24][CH2:25][OH:26].[OH2:27]>>[CH2:1]1[O:2][c:3]2[cH:4][c:5]([C:10](=[O:11])[NH:12][C:13]3([C:19](=[O:20])[OH:21])[CH2:14][CH2:15][CH2:16][CH2:17][CH2:18]3)[cH:6][cH:7][c:8]2[O:9]1. Reactants: Cl (hydrochloric acid), O (water), ClC1=CC(=C(C(=O)C=2C(=NNC2C(=O)OCC)C(F)(F)F)C=C1)[N+](=O)[O-] (ethyl 4-(4-chloro-2-nitrobenzoyl)-3-trifluoromethyl-1H-pyrazole-5-carboxylate). Reagents/catalysts: B#[Ni] (nickel boride). Solvent: C(C)O (ethanol). Run at temperature 60 celsius, time 30 minute. Product: ClC1=CC(=C(C(=O)C=2C(=NNC2C(=O)OCC)C(F)(F)F)C=C1)N (Ethyl 4-(4-chloro-2-aminobenzoyl)-3-trifluoromethyl-1H-pyrazole-5-carboxylate). The yield is 104.0%. RXN SMILES: [Cl:1][C:2]1[CH:23]=[CH:22][C:5]([C:6]([C:8]2[C:9]([C:18]([F:21])([F:20])[F:19])=[N:10][NH:11][C:12]=2[C:13]([O:15][CH2:16][CH3:17])=[O:14])=[O:7])=[C:4]([N+:24]([O-])=O)[CH:3]=1.Cl.O>C(O)C.B#[Ni]>[Cl:1][C:2]1[CH:23]=[CH:22][C:5]([C:6]([C:8]2[C:9]([C:18]([F:21])([F:19])[F:20])=[N:10][NH:11][C:12]=2[C:13]([O:15][CH2:16][CH3:17])=[O:14])=[O:7])=[C:4]([NH2:24])[CH:3]=1. Procedure details: The freshly prepared nickel boride (1.06 g) was added to a solution of ethyl 4-(4-chloro-2-nitrobenzoyl)-3-trifluoromethyl-1H-pyrazole-5-carboxylate (437.0 mg, 1.116 mmol) in ethanol (20 mL) followed by addition of 1.0 N aqueous hydrochloric acid (5.0 mL). This mixture was stirred at 60° C. for 30 minutes and then at room temperature overnight (17 hours). The reaction mixture was poured into water (250 mL) and extracted with diethyl ether (2×250 mL). The organic extract was filtered to remove re... Starting materials: Br, ClCCl, O=N[O-], Nc1nnc(-c2ccccc2)s1, [Na+], O, O=S(=O)(O)O. The product is Brc1nnc(-c2ccccc2)s1. Reaction SMILES: [BrH:18].[Cl:23][CH2:24][Cl:25].[N:19]([O-:20])=[O:21].[NH2:6][c:7]1[s:8][c:9](-[c:12]2[cH:13][cH:14][cH:15][cH:16][cH:17]2)[n:10][n:11]1.[Na+:22].[OH2:26].[S:1]([OH:2])([OH:3])(=[O:4])=[O:5]>>[c:7]1([Br:18])[s:8][c:9](-[c:12]2[cH:13][cH:14][cH:15][cH:16][cH:17]2)[n:10][n:11]1. The reactants are CCOC(C)=O, CCOP(=O)(Cc1ccc(Nc2ncc(C(F)(F)F)c(Cl)n2)c(OC)c1)OCC, O=C(O)C(F)(F)F, CN1Cc2c(C3CC(O)C(O)C3)ccc(N)c2C1=O. Yields the product CCOP(=O)(Cc1ccc(Nc2ncc(C(F)(F)F)c(Nc3ccc(C4CC(O)C(O)C4)c4c3C(=O)N(C)C4)n2)c(OC)c1)OCC. RXN SMILES: [CH3:56][CH2:57][O:58][C:59]([CH3:60])=[O:61].[Cl:1][c:2]1[n:3][c:4]([NH:12][c:13]2[c:14]([O:28][CH3:29])[cH:15][c:16]([CH2:17][P:18]([O:19][CH2:20][CH3:21])([O:22][CH2:23][CH3:24])=[O:25])[cH:26][cH:27]2)[n:5][cH:6][c:7]1[C:8]([F:9])([F:10])[F:11].[F:30][C:31]([F:32])([F:33])[C:34]([OH:35])=[O:36].[NH2:37][c:38]1[cH:39][cH:40][c:41]([CH:49]2[CH2:50][CH:51]([OH:55])[CH:52]([OH:54])[CH2:53]2)[c:42]2[c:46]1[C:45](=[O:47])[N:44]([CH3:48])[CH2:43]2>>[c:2]1([NH:37][c:38]2[cH:39][cH:40][c:41]([CH:49]3[CH2:50][CH:51]([OH:55])[CH:52]([OH:54])[CH2:53]3)[c:42]3[c:46]2[C:45](=[O:47])[N:44]([CH3:48])[CH2:43]3)[n:3][c:4]([NH:12][c:13]2[c:14]([O:28][CH3:29])[cH:15][c:16]([CH2:17][P:18]([O:19][CH2:20][CH3:21])([O:22][CH2:23][CH3:24])=[O:25])[cH:26][cH:27]2)[n:5][cH:6][c:7]1[C:8]([F:9])([F:10])[F:11]. Reactants: C=1C=CN=C(C1)NS(=O)(=O)C=2C=CC(=CC2)N=NC=3C=CC(=C(C3)C(=O)O)O (sulfasalazine), C1=CC(=C(C=C1N=NC=2C=CC(=C(C2)C(=O)O)O)C(=O)O)O (olsalazine), C1=CC(=CC=C1C(=O)NCCC(=O)O)N=NC=2C=CC(=C(C2)C(=O)O)O (balsalazide). Yields the product NOC=1C(C(=O)O)=CC=CC1 (aminosalicylic acid). As a reaction SMILES: C1C=CN=C(NS(C2C=CC(N=N[C:19]3[CH:20]=[CH:21][C:22]([OH:28])=[C:23]([C:25]([OH:27])=[O:26])[CH:24]=3)=CC=2)(=O)=O)C=1.C1C([N:35]=NC2C=CC(O)=C(C(O)=O)C=2)=CC(C(O)=O)=C(O)C=1.C1C(C(NCCC(O)=O)=O)=CC=C(N=NC2C=CC(O)=C(C(O)=O)C=2)C=1>>[NH2:35][O:28][C:22]1[C:23](=[CH:24][CH:19]=[CH:20][CH:21]=1)[C:25]([OH:27])=[O:26]. Reported procedure: sulfasalazine, mesalizine, olsalazine, balsalazide.